This data is from the Open Reaction Database (ORD), a public repository of structured organic reaction records. The task is: describe an organic reaction: reactants, conditions, products, and yield Product: NC1CN(CC1C)C1=C(C=C2C(C(=CN(C2=C1OC)C1CC1)C(=O)O)=O)F (7-(3-amino-4-methyl-1-pyrrolidinyl)-1-cyclopropyl-6-fluoro-1,4-dihydro-8-methoxy-4-oxo-3-quinolinecarboxylic acid). Reaction SMILES: [CH3:1][O-:2].[Na+].[Na].[NH2:5][CH:6]1[CH:10]([CH3:11])[CH2:9][N:8]([C:12]2[C:21](F)=[C:20]3[C:15]([C:16](=[O:29])[C:17]([C:26]([OH:28])=[O:27])=[CH:18][N:19]3[CH:23]3[CH2:25][CH2:24]3)=[CH:14][C:13]=2[F:30])[CH2:7]1>CO>[NH2:5][CH:6]1[CH:10]([CH3:11])[CH2:9][N:8]([C:12]2[C:21]([O:2][CH3:1])=[C:20]3[C:15]([C:16](=[O:29])[C:17]([C:26]([OH:28])=[O:27])=[CH:18][N:19]3[CH:23]3[CH2:24][CH2:25]3)=[CH:14][C:13]=2[F:30])[CH2:7]1 |f:0.1,^1:3|. Run at time 86 hour. Procedure: To a solution of sodium methoxide prepare from sodium (50 mg) and absolute methanol (3 ml) was added 7-(3-amino-4-methyl-1-pyrrolidinyl)-1-cyclopropyl-6,8-difluoro-1,4-dihydro-4-oxo-3-quinolinecarboxylic acid (80 mg) and the mixture in sealed tube was stirred for 86 hours at 140° to 150° C. and then concentrated. Small amount of water was added to the residue, and the solution was adjusted pH 7 with acetic acid and concentrated. The resulting residue was purified by silica gel column chromatogra... Starting materials: C[O-].[Na+] (sodium methoxide), [Na] (sodium), NC1CN(CC1C)C1=C(C=C2C(C(=CN(C2=C1F)C1CC1)C(=O)O)=O)F (7-(3-amino-4-methyl-1-pyrrolidinyl)-1-cyclopropyl-6,8-difluoro-1,4-dihydro-4-oxo-3-quinolinecarboxylic acid). Run in CO (methanol). Reactants: [H-].[Na+] (NaH), [H-].[Na+] (NaH), oil, NC=1SC(=C(N1)C)C(C)=O (2-amino-5-acetyl-4-methyl-thiazole), C(OC1=CC=CC=C1)(OC1=CC=CC=C1)=O (Diphenyl carbonate). The solvent is C(Cl)(Cl)Cl (CHCl3), CN(C)C=O (DMF), CCCCCC (hexane). Yields the product C1(=CC=CC=C1)OC(NC=1SC(=C(N1)C)C(C)=O)=O ((5-Acetyl-4-methyl-thiazol-2-yl)-carbamic acid phenyl ester). The yield is 84.8%. RXN SMILES: [H-].[Na+].[NH2:3][C:4]1[S:5][C:6]([C:10](=[O:12])[CH3:11])=[C:7]([CH3:9])[N:8]=1.[C:13](=O)([O:21]C1C=CC=CC=1)[O:14][C:15]1[CH:20]=[CH:19][CH:18]=[CH:17][CH:16]=1>CCCCCC.CN(C=O)C.C(Cl)(Cl)Cl>[C:15]1([O:14][C:13](=[O:21])[NH:3][C:4]2[S:5][C:6]([C:10](=[O:12])[CH3:11])=[C:7]([CH3:9])[N:8]=2)[CH:20]=[CH:19][CH:18]=[CH:17][CH:16]=1 |f:0.1|. Procedure: In a round-bottom flask, NaH 60% dispersion in mineral oil (3.07 g, 77 mmol) was washed 2× with hexane and suspended in DMF. Then 2-amino-5-acetyl-4-methyl-thiazole (10.0 g, 64 mmol) was added and stirred while cooling in an ice bath. Stirring continued until the NaH was consumed. Diphenyl carbonate (34 g, 160 mmol) was added while cooling and after the addition was complete the reaction mixture was stirred for an additional ˜30 minutes at room temperature. The DMF was removed on a rotary evapor... The reactants are [OH-].[K+] (potassium hydroxide), C(#N)C1(CCC(CC1)=O)C1=CC(=C(C=C1)OC)OC (4-cyano-4-(3,4-dimethoxyphenyl)cyclohexanone), ethylene ketal, ethylene ketal, ClC1=CC=C(C=C1)C1(CCC(CC1)=O)C#N (4-(p-chlorophenyl)-4-cyanocyclohexanone), ethylene ketal. The solvent is C(CO)O (ethylene glycol). Product: C(=O)(O)C1(CCC(CC1)=O)C1=CC(=C(C=C1)OC)OC (4-carboxy-4-(3,4-dimethoxyphenyl)cyclohexanone). Yield: 99.0%. As a reaction SMILES: [C:1]([C:3]1([C:10]2[CH:15]=[CH:14][C:13]([O:16][CH3:17])=[C:12]([O:18][CH3:19])[CH:11]=2)[CH2:8][CH2:7][C:6](=[O:9])[CH2:5][CH2:4]1)#N.ClC1C=CC(C2(C#N)CCC(=[O:33])CC2)=CC=1.[OH-:36].[K+]>C(O)CO>[C:1]([C:3]1([C:10]2[CH:15]=[CH:14][C:13]([O:16][CH3:17])=[C:12]([O:18][CH3:19])[CH:11]=2)[CH2:8][CH2:7][C:6](=[O:9])[CH2:5][CH2:4]1)([OH:33])=[O:36] |f:2.3|. Procedure details: Following the procedure of Example 1, Part E, but substituting 17.54 gm. (0.058 mole) of 4-cyano-4-(3,4-dimethoxyphenyl)cyclohexanone, ethylene ketal (prepared in Part D, above) for the 21.87 gm. of 4-(p-chlorophenyl)-4-cyanocyclohexanone, ethylene ketal; and using 17.5 gm. (0.31 mole) potassium hydroxide and 175 ml. ethylene glycol instead of the 22.0 gm. and 220 ml., respectively; there is obtained, after removal of the ether, 19.0 gm. (99% yield) of 4-carboxy-4-(3,4-dimethoxyphenyl)cyclohexan... Starting materials: CC(=O)OC[C@@H]([C@H]1CC[C@@]2([C@@]1(CCC3=C2CC[C@@H]4[C@@]3(CC[C@@H](C4(C)C)O)C)C)C)[C@@H](C[C@H](C(C)(C)O)OC(=O)C)O (ST-1), C[C@@H](C(=O)N[C@@H](C1CCCCC1)C(=O)N2CCC[C@H]2C(=O)NC3=CC=CC=C3C4=NC=CC=N4)NC (CS-2), C[C@H]1CCN([C@@H]1C(=O)NC2=CC=CC=C2C3=NC=CC=N3)C(=O)[C@H](C4CCCCC4)NC(=O)[C@H](C)NC (CS-3). Yields the product CC(=O)OC[C@@H]([C@H]1CC[C@@]2([C@@]1(CCC3=C2CC[C@@H]4[C@@]3(CC[C@@H](C4(C)C)O)C)C)C)[C@@H](C[C@H](C(C)(C)O)OC(=O)C)O (ST-1), C1CCCC(CC1)N2CCN(CC2)C(CC3=CC=CC=C3)C4=CC=CC=C4 (IC-7). Reaction SMILES: C[C@H](NC)C(N[C@H:6]([C:13]([N:15]1[C@H:19]([C:20]([NH:22][C:23]2[C:28]([C:29]3N=CC=CN=3)=[CH:27][CH:26]=[CH:25][CH:24]=2)=O)C[CH2:17][CH2:16]1)=O)[CH:7]1[CH2:12][CH2:11][CH2:10][CH2:9][CH2:8]1)=O.C[C@@H]1[C@@H](C(N[C:46]2[C:51](C3N=CC=CN=3)=[CH:50][CH:49]=[CH:48][CH:47]=2)=O)N(C([C@@H](NC([C@@H](NC)C)=O)C2CCCCC2)=O)CC1.[CH3:74][C:75]([O:77][CH2:78][C@H:79]([C@H:103]([OH:114])[CH2:104][C@@H:105]([O:110][C:111]([CH3:113])=[O:112])[C:106]([OH:109])([CH3:108])[CH3:107])[C@@H:80]1[C@@:84]2([CH3:101])[CH2:85][CH2:86][C:87]3[C@@:92]4([CH3:100])[CH2:93][CH2:94][C@H:95]([OH:99])[C:96]([CH3:98])([CH3:97])[C@@H:91]4[CH2:90][CH2:89][C:88]=3[C@:83]2([CH3:102])[CH2:82][CH2:81]1)=[O:76]>>[CH3:74][C:75]([O:77][CH2:78][C@H:79]([C@H:103]([OH:114])[CH2:104][C@@H:105]([O:110][C:111]([CH3:113])=[O:112])[C:106]([OH:109])([CH3:108])[CH3:107])[C@@H:80]1[C@@:84]2([CH3:101])[CH2:85][CH2:86][C:87]3[C@@:92]4([CH3:100])[CH2:93][CH2:94][C@H:95]([OH:99])[C:96]([CH3:97])([CH3:98])[C@@H:91]4[CH2:90][CH2:89][C:88]=3[C@:83]2([CH3:102])[CH2:82][CH2:81]1)=[O:76].[CH2:26]1[CH2:25][CH2:24][CH:23]([N:22]2[CH2:17][CH2:16][N:15]([CH:13]([C:46]3[CH:51]=[CH:50][CH:49]=[CH:48][CH:47]=3)[CH2:6][C:7]3[CH:8]=[CH:9][CH:10]=[CH:11][CH:12]=3)[CH2:19][CH2:20]2)[CH2:28][CH2:29][CH2:27]1. Procedure: Dispersion 3 containing comparison solvents CS-2 and CS-3 and comparison stabilizer CST-1 has a high number of crystals. Use of the solvent of the invention with CST-1 reduces the number of crystals, as in Dispersion 4, but further improvement is achieved through the use of the solvent of the invention S-1 combined with stabilizer of the invention ST-1 as in Dispersions 5, 6, 7, and 9. The use of solvent S-3 with ST-1 and IC-7 also provided a dispersion with low crystals, as in Dispersion 10. Th... Reactants: CCOC(=O)c1cnc2c(cnn2CC)c1NC1CCOCC1, CCO, [Na+], [OH-], O. Yields the product CCn1ncc2c(NC3CCOCC3)c(C(=O)O)cnc21. As a reaction SMILES: [CH2:1]([CH3:2])[n:3]1[n:4][cH:5][c:6]2[c:7]1[n:8][cH:9][c:10]([C:19](=[O:20])[O:21][CH2:22][CH3:23])[c:11]2[NH:12][CH:13]1[CH2:14][CH2:15][O:16][CH2:17][CH2:18]1.[CH2:27]([OH:28])[CH3:29].[Na+:25].[OH-:24].[OH2:26]>>[CH2:1]([CH3:2])[n:3]1[n:4][cH:5][c:6]2[c:7]1[n:8][cH:9][c:10]([C:19](=[O:20])[OH:21])[c:11]2[NH:12][CH:13]1[CH2:14][CH2:15][O:16][CH2:17][CH2:18]1. The reactants are BrCc1ccccc1, OCCCCO, [H-], [Na+], CN(C)C=O, O. Product: OCCCCOCc1ccccc1. RXN SMILES: [Br:9][CH2:10][c:11]1[cH:12][cH:13][cH:14][cH:15][cH:16]1.[CH2:3]([CH2:4][CH2:5][CH2:6][OH:7])[OH:8].[H-:1].[Na+:2].[O:18]=[CH:19][N:20]([CH3:21])[CH3:22].[OH2:17]>>[CH2:3]([CH2:4][CH2:5][CH2:6][O:7][CH2:10][c:11]1[cH:12][cH:13][cH:14][cH:15][cH:16]1)[OH:8]. Starting materials: C(#C)C1=C2CCN3C(C2=CC=C1)=CC(=NCC3=O)C3=CC(=CC=C3)OC (9-ethynyl-2-(3-methoxyphenyl)-7,8-dihydro-[1,4]diazepino[7,1-a]isoquinolin-5(4H)-one), 37-1, C(=O)([O-])[O-].[K+].[K+] (K2CO3). The solvent is CO (MeOH). Conditions: time 18 hour. Yields the product C(C)C1=C2CCN3C(C2=CC=C1)=CC(=NCC3=O)C3=CC(=CC=C3)OC (9-ethyl-2-(3-methoxyphenyl)-7,8-dihydro-[1,4]diazepino[7,1-a]isoquinolin-5(4H)-one). RXN SMILES: [C:1]([C:3]1[CH:12]=[CH:11][CH:10]=[C:9]2[C:4]=1[CH2:5][CH2:6][N:7]1[C:17](=[O:18])[CH2:16][N:15]=[C:14]([C:19]3[CH:24]=[CH:23][CH:22]=[C:21]([O:25][CH3:26])[CH:20]=3)[CH:13]=[C:8]12)#[CH:2].C([O-])([O-])=O.[K+].[K+]>CO>[CH2:1]([C:3]1[CH:12]=[CH:11][CH:10]=[C:9]2[C:4]=1[CH2:5][CH2:6][N:7]1[C:17](=[O:18])[CH2:16][N:15]=[C:14]([C:19]3[CH:24]=[CH:23][CH:22]=[C:21]([O:25][CH3:26])[CH:20]=3)[CH:13]=[C:8]12)[CH3:2] |f:1.2.3|. Procedure: 9-ethynyl-2-(3-methoxyphenyl)-7,8-dihydro-[1,4]diazepino[7,1-a]isoquinolin-5(4H)-one. 40-2. A solution of 37-1 (700 mg, 1.69 mmol) in MeOH (20 mL) was treated with K2CO3 (467 mg, 3.38 mmol) and the mixture was stirred at RT for 18 h. The mixture was concentrated in vacuo, and the residue taken up in AcOEt and washed with H2O. The organic layer was then dried over Na2SO4, filtered and concentrated in vacuo. The crude product was re-crystallized from heptane/AcOEt to provide the title compound (41... The reactants are CC(C)(C)OC(=O)N1CC(NC(=O)c2ccc(Cl)s2)CC1COS(C)(=O)=O, CCCC[N+](CCCC)(CCCC)CCCC, CCOC(C)=O, [F-], CN(C)C=O. Product: CC(C)(C)OC(=O)N1CC(NC(=O)c2ccc(Cl)s2)CC1CF. As a reaction SMILES: [C:1]([CH3:2])([CH3:3])([CH3:4])[O:5][C:6](=[O:7])[N:8]1[CH:9]([CH2:22][O:23][S:24]([CH3:25])(=[O:26])=[O:27])[CH2:10][CH:11]([NH:13][C:14](=[O:15])[c:16]2[s:17][c:18]([Cl:21])[cH:19][cH:20]2)[CH2:12]1.[CH3:29][CH2:30][CH2:31][CH2:32][N+:33]([CH2:34][CH2:35][CH2:36][CH3:37])([CH2:38][CH2:39][CH2:40][CH3:41])[CH2:42][CH2:43][CH2:44][CH3:45].[CH3:51][CH2:52][O:53][C:54]([CH3:55])=[O:56].[F-:28].[O:46]=[CH:47][N:48]([CH3:49])[CH3:50]>>[C:1]([CH3:2])([CH3:3])([CH3:4])[O:5][C:6](=[O:7])[N:8]1[CH:9]([CH2:22][F:28])[CH2:10][CH:11]([NH:13][C:14](=[O:15])[c:16]2[s:17][c:18]([Cl:21])[cH:19][cH:20]2)[CH2:12]1. The reactants are ClC=1C=C(C=CC1Cl)C(CC(=O)N(C1=CC=C(C=C1)Cl)C)CCBr (3,4-Dichloro-beta-(2-bromoethyl)-N-methyl-N-(4-chlorophenyl)benzene propanamide), Cl.O.N1CCC(CC1)=O (4-piperidone monohydrate hydrochloride), C(=O)([O-])[O-].[K+].[K+] (K2CO3), O (H2O). Solvent: CN(C)C=O (DMF). Reaction conditions: time 120 hour. Product: ClC1=CC=C(C=C1)N(C(CC(CCN1CCC(CC1)=O)C1=CC(=C(C=C1)Cl)Cl)=O)C (N-(4-Chlorophenyl)-beta-(3,4-Dichlorophenyl)-N-methyl-4-oxo-1-piperidine pentanamide). Yield: 47.0%. RXN SMILES: [Cl:1][C:2]1[CH:3]=[C:4]([CH:9]([CH2:22][CH2:23]Br)[CH2:10][C:11]([N:13]([CH3:21])[C:14]2[CH:19]=[CH:18][C:17]([Cl:20])=[CH:16][CH:15]=2)=[O:12])[CH:5]=[CH:6][C:7]=1[Cl:8].Cl.O.[NH:27]1[CH2:32][CH2:31][C:30](=[O:33])[CH2:29][CH2:28]1.C([O-])([O-])=O.[K+].[K+].O>CN(C=O)C>[Cl:20][C:17]1[CH:18]=[CH:19][C:14]([N:13]([CH3:21])[C:11](=[O:12])[CH2:10][CH:9]([C:4]2[CH:5]=[CH:6][C:7]([Cl:8])=[C:2]([Cl:1])[CH:3]=2)[CH2:22][CH2:23][N:27]2[CH2:32][CH2:31][C:30](=[O:33])[CH2:29][CH2:28]2)=[CH:15][CH:16]=1 |f:1.2.3,4.5.6|. Procedure: 3,4-Dichloro-beta-(2-bromoethyl)-N-methyl-N-(4-chlorophenyl)benzene propanamide (4.6 g) in DMF (60 mL) was treated with 4-piperidone monohydrate hydrochloride (3.94 g) and K2CO3 (5.3 g). The mixture was stirred vigorously at ambient temperature for 120 hours. The reaction mixture was poured into H2O (100 mL) and extracted with EtOAc (2×100 mL). The organic extracts were dried over MgSO4, filtered and concentrated under reduced pressure to give an oil. Silica gel chromatography eluting with 95:5 ... Starting materials: CC([C@@H](C(=O)NC)NC(=O)N1N=C(C=2CN(CCC21)C)C2=C(C=C(C(=C2)F)F)F)(C)C ((S)-N-(3,3-dimethyl-1-(methylamino)-1-oxobutan-2-yl)-5-methyl-3-(2,4,5-trifluorophenyl)-4,5,6,7-tetrahydro-1H-pyrazolo[4,3-c]pyridine-1-carboxamide), FC=1C=C(C=CC1F)C1=NNC2=C1CN(CC2)C(=O)OC(C)(C)C (tert-butyl 3-(3,4-difluorophenyl)-6,7-dihydro-1H-pyrazolo[4,3-c]pyridine-5(4H)-carboxylate), OC1CCNCC1 (4-hydroxypiperidine). The product is FC=1C=C(C=CC1F)C1=NN(C2=C1CN(CC2)C)C(=O)N2CCC(CC2)O ((3-(3,4-difluorophenyl)-5-methyl-4,5,6,7-tetrahydro-1H-pyrazolo[4,3-c]pyridin-1-yl)(4-hydroxypiperidin-1-yl)methanone). As a reaction SMILES: CC(C)(C)[C@H:3]([NH:8][C:9]([N:11]1[C:19]2[CH2:18][CH2:17][N:16]([CH3:20])[CH2:15][C:14]=2[C:13]([C:21]2[CH:26]=[C:25]([F:27])[C:24]([F:28])=[CH:23][C:22]=2F)=[N:12]1)=[O:10])[C:4](NC)=O.FC1C=C(C2C3CN(C(OC(C)(C)C)=O)CCC=3NN=2)C=CC=1F.[OH:56][CH:57]1CCN[CH2:59][CH2:58]1>>[F:27][C:25]1[CH:26]=[C:21]([C:13]2[C:14]3[CH2:15][N:16]([CH3:20])[CH2:17][CH2:18][C:19]=3[N:11]([C:9]([N:8]3[CH2:59][CH2:58][CH:57]([OH:56])[CH2:4][CH2:3]3)=[O:10])[N:12]=2)[CH:22]=[CH:23][C:24]=1[F:28]. Reported procedure: Compound 45 was prepared according to the procedure described for the synthesis of compound 37 by replacing intermediate 19 with intermediate 15, and replacing tert-leucine methyl amide with 4-hydroxypiperidine. 1H NMR (CDCl3) δ 7.46-7.51 (m, 1H), 7.32-7.36 (m, 1H), 7.20 (q, J=8.9 Hz, 1H), 3.96-4.08 (m, 3H), 3.60 (s, 2H), 3.41-3.47 (m, 2H), 3.08 (t, J=5.6 Hz, 2H), 2.78 (t, J=5.8 Hz, 2H), 2.54 (s, 3H), 1.97-2.01 (m, 2H), 1.63-1.72 (m, 2H). LCMS (+ESI) m/z=377 [M+H]+.